From a dataset of the Open Reaction Database (ORD), a public repository of structured organic reaction records. describe an organic reaction: reactants, conditions, products, and yield Reactants: [Li]C(C)(C)C (t-BuLi), BrC=1C=NC=C(C1N1CCN(CC1)C)N1C(=CC=C1C)C (1-[3-bromo-5-(2,5-dimethylpyrrol-1-yl)-4-pyridyl]-4-methyl-piperazine), CN(C)C=O (DMF). Solvent: C1CCOC1 (THF). Run at temperature -78 celsius, time 2 hour. Product: CC=1N(C(=CC1)C)C=1C=NC=C(C=O)C1N1CCN(CC1)C (5-(2,5-dimethyl-1H-pyrrol-1-yl)-4-(4-methylpiperazin-1-yl)nicotinaldehyde). Reaction SMILES: Br[C:2]1[CH:3]=[N:4][CH:5]=[C:6]([N:15]2[C:19]([CH3:20])=[CH:18][CH:17]=[C:16]2[CH3:21])[C:7]=1[N:8]1[CH2:13][CH2:12][N:11]([CH3:14])[CH2:10][CH2:9]1.[Li]C(C)(C)C.CN([CH:30]=[O:31])C>C1COCC1>[CH3:21][C:16]1[N:15]([C:6]2[CH:5]=[N:4][CH:3]=[C:2]([C:7]=2[N:8]2[CH2:13][CH2:12][N:11]([CH3:14])[CH2:10][CH2:9]2)[CH:30]=[O:31])[C:19]([CH3:20])=[CH:18][CH:17]=1. Reported procedure: A solution of 1-[3-bromo-5-(2,5-dimethylpyrrol-1-yl)-4-pyridyl]-4-methyl-piperazine (1250 mg, 3.579 mmol) in THF (35.79 mL) was cooled to −78° C. and t-BuLi (2.105 mL of 1.7 M, 3.579 mmol) was added dropwise. The mixture was stirred for 30 mins at −78° C. before DMF (261.6 mg, 277.1 μL, 3.579 mmol) was added dropwise. The mixture was stirred for 2 h at −78° C. The reaction was quenched with MeOH (5 mL) and allowed to warm to room temperature. The reaction was washed with an aqueous saturated sol... Starting materials: C(CCC)C1=NC2=C(C(NCC2)C(=O)OC)N1CC1=CC=C(C=C1)C1=C(C=CC=C1)C1=NN=NN1 (methyl 2-n-butyl-3-[2'-(1H-tetrazol-5-yl)biphenyl-4-yl]methyl-4,5,6,7-tetrahydroimidazo[4,5,c]pyridine-4 -carboxylate), S1C(=CC=C1)C(=O)O (thiophen-2-carboxylic acid). Product: C(CCC)C1=NC2=C(C(N(CC2)C(=O)C=2SC=CC2)C(=O)OC)N1CC1=CC=C(C=C1)C1=C(C=CC=C1)C1=NN=NN1 (methyl 2-n-butyl-5-(2-thienyl)carbonyl-3-[2'-(1H-tetrazol-5-yl)biphenyl-4-yl]methyl-4,5,6,7-tetrahydroimidazo[4,5-c]pyridine-4-carboxylate). Isolated yield 51.4%. RXN SMILES: [CH2:1]([C:5]1[N:17]([CH2:18][C:19]2[CH:24]=[CH:23][C:22]([C:25]3[CH:30]=[CH:29][CH:28]=[CH:27][C:26]=3[C:31]3[NH:35][N:34]=[N:33][N:32]=3)=[CH:21][CH:20]=2)[C:8]2[CH:9]([C:13]([O:15][CH3:16])=[O:14])[NH:10][CH2:11][CH2:12][C:7]=2[N:6]=1)[CH2:2][CH2:3][CH3:4].[S:36]1[CH:40]=[CH:39][CH:38]=[C:37]1[C:41](O)=[O:42]>>[CH2:1]([C:5]1[N:17]([CH2:18][C:19]2[CH:24]=[CH:23][C:22]([C:25]3[CH:30]=[CH:29][CH:28]=[CH:27][C:26]=3[C:31]3[NH:35][N:34]=[N:33][N:32]=3)=[CH:21][CH:20]=2)[C:8]2[CH:9]([C:13]([O:15][CH3:16])=[O:14])[N:10]([C:41]([C:37]3[S:36][CH:40]=[CH:39][CH:38]=3)=[O:42])[CH2:11][CH2:12][C:7]=2[N:6]=1)[CH2:2][CH2:3][CH3:4]. Procedure: The compound obtained in Example 3 (483 mg) and thiophen-2-carboxylic acid (158 mg) are treated in the same manner as in Example 5 to give methyl 2-n-butyl-5-(2-thienyl)carbonyl-3-[2'-(1H-tetrazol-5-yl)biphenyl-4-yl]methyl-4,5,6,7-tetrahydroimidazo[4,5-c]pyridine-4-carboxylate (306 mg).